Dataset: the Open Reaction Database (ORD), a public repository of structured organic reaction records. Task: describe an organic reaction: reactants, conditions, products, and yield The reactants are N#Cc1ccc(B(O)O)cc1, CC(C)n1cc(-c2ccc(C#N)cc2)c2ccc([N+](=O)[O-])cc21, O=[N+]([O-])c1ccc2c(Br)cn(S(=O)(=O)c3ccccc3)c2c1. The product is N#Cc1ccc(-c2cn(S(=O)(=O)c3ccccc3)c3cc([N+](=O)[O-])ccc23)cc1. Reaction SMILES: [C:23](#[N:24])[c:25]1[cH:26][cH:27][c:28]([B:31]([OH:32])[OH:33])[cH:29][cH:30]1.[CH:34]([n:35]1[c:36]2[c:37]([cH:38][cH:39][c:40]([N+:41]([O-:42])=[O:43])[cH:44]2)[c:45](-[c:46]2[cH:47][cH:48][c:49]([C:50]#[N:51])[cH:52][cH:53]2)[cH:54]1)([CH3:55])[CH3:56].[c:1]1([S:7](=[O:8])(=[O:9])[n:10]2[cH:11][c:12]([Br:22])[c:13]3[cH:14][cH:15][c:16]([N+:19](=[O:20])[O-:21])[cH:17][c:18]23)[cH:2][cH:3][cH:4][cH:5][cH:6]1>>[c:1]1([S:7](=[O:8])(=[O:9])[n:10]2[cH:11][c:12](-[c:28]3[cH:27][cH:26][c:25]([C:23]#[N:24])[cH:30][cH:29]3)[c:13]3[cH:14][cH:15][c:16]([N+:19](=[O:20])[O-:21])[cH:17][c:18]23)[cH:2][cH:3][cH:4][cH:5][cH:6]1. Reactants: CN(C)C=O (DMF), CC1(OC2=CC=C(C=C2C(=C1)C1=CC=C(C=C1)C)Br)C (2,2-dimethyl-4(tol-4-yl)-6-bromo-chrom-3-ene), CC1(OC2=CC=C(C=C2C(=C1)C1=CC=C(C=C1)C)Br)C (2,2-dimethyl-4(tol-4-yl)-6-bromo-chrom-3-ene), [Li]C(C)(C)C (t-BuLi). Run in C(C)(=O)OCC (ethyl acetate), C1CCOC1 (THF), CCCCC (pentane). Run at time 30 minute. Product: CC1(OC2=CC=C(C=C2C(=C1)C1=CC=C(C=C1)C)C=O)C (2,2-Dimethyl-4(tol-4-yl)-chrom-3-en-6-al). As a reaction SMILES: [CH3:1][C:2]1([CH3:20])[CH:11]=[C:10]([C:12]2[CH:17]=[CH:16][C:15]([CH3:18])=[CH:14][CH:13]=2)[C:9]2[C:4](=[CH:5][CH:6]=[C:7](Br)[CH:8]=2)[O:3]1.[Li]C(C)(C)C.CN([CH:29]=[O:30])C>C1COCC1.CCCCC.C(OCC)(=O)C>[CH3:1][C:2]1([CH3:20])[CH:11]=[C:10]([C:12]2[CH:17]=[CH:16][C:15]([CH3:18])=[CH:14][CH:13]=2)[C:9]2[C:4](=[CH:5][CH:6]=[C:7]([CH:29]=[O:30])[CH:8]=2)[O:3]1. Reported procedure: To a cold (-78° C.) solution of 2,2-dimethyl-4(tol-4-yl)-6-bromo-chrom-3-ene (Compound P, 480 mg, 1.45 mmol) in THF (10 mL), was added t-BuLi in pentane (1.7M solution, 1.1 mL) and the mixture was stirred for 30 minutes. DMF (200 mg, 2.9 mmol) was added, the mixture was warmed to ambient temperature and stirred for 3 hours. The reaction was diluted with ethyl acetate (150 mL), washed with brine (10 mL), dried and the solvent was removed by evaporation. Purification by chromatography on silica ge...